Dataset: the Open Reaction Database (ORD), a public repository of structured organic reaction records. Task: describe an organic reaction: reactants, conditions, products, and yield Reactants: C1CCNC1, CN(C)Cc1cccc(OCCCNc2nc(Cl)nn2C)c1, Cl, [I-], [Na+]. Yields the product CN(C)Cc1cccc(OCCCNc2nc(N3CCCC3)nn2C)c1. RXN SMILES: [CH2:23]1[CH2:24][CH2:25][NH:26][CH2:27]1.[CH3:1][n:2]1[n:3][c:4]([Cl:22])[n:5][c:6]1[NH:7][CH2:8][CH2:9][CH2:10][O:11][c:12]1[cH:13][c:14]([CH2:18][N:19]([CH3:20])[CH3:21])[cH:15][cH:16][cH:17]1.[ClH:30].[I-:29].[Na+:28]>>[CH3:1][n:2]1[n:3][c:4]([N:26]2[CH2:25][CH2:24][CH2:23][CH2:27]2)[n:5][c:6]1[NH:7][CH2:8][CH2:9][CH2:10][O:11][c:12]1[cH:13][c:14]([CH2:18][N:19]([CH3:20])[CH3:21])[cH:15][cH:16][cH:17]1. Starting materials: C(C)(C)N(C(CN1C2=C(N(C(C(C1=O)CC1=CC=CC3=CC=CC=C13)=O)C1=CC=CC=C1)C=CC=C2)=O)C2=CC=C(C=C2)OC (N-Isopropyl-N-(4-methoxy-phenyl)-2-(3-naphthalen-1-ylmethyl-2,4-dioxo-5-phenyl-2,3,4,5-tetrahydro-benzo[b][1,4]diazepin-1-yl) acetamide), CI (methyl iodide), solution, C[Si](C)(C)[N-][Si](C)(C)C.[Na+] (NaN(TMS)2). Run in CN(C)C=O (DMF), C1CCOC1 (THF). Reaction conditions: temperature 50 celsius, time 5 minute. Yields the product C(C)(C)N(C(CN1C2=C(N(C(C(C1=O)(CC1=CC=CC3=CC=CC=C13)C)=O)C1=CC=CC=C1)C=CC=C2)=O)C2=CC=C(C=C2)OC (N-Isopropyl-N-(4-methoxy-phenyl)-2-(3-methyl-3-naphthalen-1-ylmethyl-2,4-dioxo-5-phenyl-2,3,4,5-tetrahydro-benzo[b][1,4]diazepin-1-yl) acetamide). RXN SMILES: [CH:1]([N:4]([C:38]1[CH:43]=[CH:42][C:41]([O:44][CH3:45])=[CH:40][CH:39]=1)[C:5](=[O:37])[CH2:6][N:7]1[C:13](=[O:14])[CH:12]([CH2:15][C:16]2[C:25]3[C:20](=[CH:21][CH:22]=[CH:23][CH:24]=3)[CH:19]=[CH:18][CH:17]=2)[C:11](=[O:26])[N:10]([C:27]2[CH:32]=[CH:31][CH:30]=[CH:29][CH:28]=2)[C:9]2[CH:33]=[CH:34][CH:35]=[CH:36][C:8]1=2)([CH3:3])[CH3:2].[CH3:46][Si]([N-][Si](C)(C)C)(C)C.[Na+].CI>CN(C=O)C.C1COCC1>[CH:1]([N:4]([C:38]1[CH:43]=[CH:42][C:41]([O:44][CH3:45])=[CH:40][CH:39]=1)[C:5](=[O:37])[CH2:6][N:7]1[C:13](=[O:14])[C:12]([CH3:46])([CH2:15][C:16]2[C:25]3[C:20](=[CH:21][CH:22]=[CH:23][CH:24]=3)[CH:19]=[CH:18][CH:17]=2)[C:11](=[O:26])[N:10]([C:27]2[CH:32]=[CH:31][CH:30]=[CH:29][CH:28]=2)[C:9]2[CH:33]=[CH:34][CH:35]=[CH:36][C:8]1=2)([CH3:2])[CH3:3] |f:1.2|. Procedure details: To a stirring solution of 150 mg (0.25 mmol) of N-Isopropyl-N-(4-methoxy-phenyl)-2-(3-naphthalen-1-ylmethyl-2,4-dioxo-5-phenyl-2,3,4,5-tetrahydro-benzo[b][1,4]diazepin-1-yl) acetamide, prepared as in Example 34, in 5 mL of DMF at 0° C. is added 0.45 mL (0.45 mmol, 1.8 equiv) of a 1.0M solution of NaN(TMS)2 in THF. The resulting solution is stirred 5 min, and 28 μL (0.45 mmol, 1.8 equiv) of methyl iodide is added. The resulting solution is stirred 3 h at RT, warmed to 50° C. for 16 h, and then qu... Reactants: C(#N)C1=NC(=CC2=C1N=CN2C)C2=CC(=C(OCC1=CC=CC(=N1)C(=O)OC)C=C2)C(F)(F)F (methyl 6-((4-(4-cyano-1-methyl-1H-imidazo[4,5-c]pyridin-6-yl)-2-(trifluoromethyl)phenoxy)methyl)picolinate), CN (methylamine). Run in CO (methanol), O (water). Run at temperature 120 celsius. Yields the product CNC(=O)C1=CC=CC(=N1)COC1=C(C=C(C=C1)C1=CC2=C(C(=N1)C#N)N=CN2)C(F)(F)F (6-(4-((6-(methylaminocarbonyl)pyridin-2-yl)methoxy)-3-(trifluoromethyl)phenyl)-1H-imidazo[4,5-c]pyridine-4-carbonitrile). As a reaction SMILES: [C:1]([C:3]1[C:8]2[N:9]=[CH:10][N:11](C)[C:7]=2[CH:6]=[C:5]([C:13]2[CH:30]=[CH:29][C:16]([O:17][CH2:18][C:19]3[N:24]=[C:23]([C:25]([O:27]C)=O)[CH:22]=[CH:21][CH:20]=3)=[C:15]([C:31]([F:34])([F:33])[F:32])[CH:14]=2)[N:4]=1)#[N:2].[CH3:35][NH2:36]>CO.O>[CH3:35][NH:36][C:25]([C:23]1[N:24]=[C:19]([CH2:18][O:17][C:16]2[CH:29]=[CH:30][C:13]([C:5]3[N:4]=[C:3]([C:1]#[N:2])[C:8]4[N:9]=[CH:10][NH:11][C:7]=4[CH:6]=3)=[CH:14][C:15]=2[C:31]([F:33])([F:32])[F:34])[CH:20]=[CH:21][CH:22]=1)=[O:27]. Procedure: The mixture of methyl 6-((4-(4-cyano-1-methyl-1H-imidazo[4,5-c]pyridin-6-yl)-2-(trifluoromethyl)phenoxy)methyl)picolinate (0.064 mmol, 30 mg) and methylamine in methanol (2M, 1 ml) was heated with microwaves at 120° C. for 10 minutes, then diluted with water (3 ml). The product was collected by filtration and washed with cold methanol (3 ml) to give 6-(4-((6-(methylaminocarbonyl)pyridin-2-yl)methoxy)-3-(trifluoromethyl)phenyl)-1H-imidazo[4,5-c]pyridine-4-carbonitrile (22 mg). 1H NMR (DMSO) δ: 8.... Reactants: CC(C)(C)c1ccc(OS(C)(=O)=O)c(C(C)(C)C)c1, CC(=O)[O-], CO, [Mg], [NH4+], O. Yields the product CC(C)(C)c1cccc(C(C)(C)C)c1. Reaction SMILES: [CH3:1][S:2]([O:3][c:6]1[c:7]([C:16]([CH3:17])([CH3:18])[CH3:19])[cH:8][c:9]([C:12]([CH3:13])([CH3:14])[CH3:15])[cH:10][cH:11]1)(=[O:4])=[O:5].[CH3:21][C:22](=[O:23])[O-:24].[CH3:25][OH:26].[Mg:27].[NH4+:20].[OH2:28]>>[cH:6]1[c:7]([C:16]([CH3:17])([CH3:18])[CH3:19])[cH:8][c:9]([C:12]([CH3:13])([CH3:14])[CH3:15])[cH:10][cH:11]1. Reactants: [Br-], C=C(C)C(=O)Cl, CCCC[P+](CCO)(CCCC)CCCC, COC, CC#N, Oc1ccc(O)cc1. The product is [Br-], C=C(C)C(=O)OCC[P+](CCCC)(CCCC)CCCC. As a reaction SMILES: [Br-:1].[C:29]([C:30](=[CH2:31])[CH3:32])(=[O:33])[Cl:34].[CH2:2]([CH2:3][CH2:4][CH3:5])[P+:6]([CH2:7][CH2:8][OH:9])([CH2:10][CH2:11][CH2:12][CH3:13])[CH2:14][CH2:15][CH2:16][CH3:17].[CH3:18][O:19][CH3:20].[CH3:35][C:36]#[N:37].[c:21]1([OH:28])[cH:22][cH:23][c:24]([OH:25])[cH:26][cH:27]1>>[Br-:1].[CH2:2]([CH2:3][CH2:4][CH3:5])[P+:6]([CH2:7][CH2:8][O:9][C:29]([C:30](=[CH2:31])[CH3:32])=[O:33])([CH2:10][CH2:11][CH2:12][CH3:13])[CH2:14][CH2:15][CH2:16][CH3:17].